From a dataset of the Open Reaction Database (ORD), a public repository of structured organic reaction records. describe an organic reaction: reactants, conditions, products, and yield Reactants: Br, Br, ClC(Cl)(Cl)Cl, CC(=O)O, CCOC(=O)C(=NOC1CCCCC1)C(C)=O. Yields the product CCOC(=O)C(=NOC1CCCCC1)C(=O)CBr. RXN SMILES: [Br:1].[BrH:19].[C:20]([Cl:21])([Cl:22])([Cl:23])[Cl:24].[CH3:25][C:26](=[O:27])[OH:28].[CH:2]1([O:8][N:9]=[C:10]([C:11](=[O:12])[O:13][CH2:14][CH3:15])[C:16]([CH3:17])=[O:18])[CH2:3][CH2:4][CH2:5][CH2:6][CH2:7]1>>[CH:2]1([O:8][N:9]=[C:10]([C:11](=[O:12])[O:13][CH2:14][CH3:15])[C:16]([CH2:17][Br:19])=[O:18])[CH2:3][CH2:4][CH2:5][CH2:6][CH2:7]1. Reactants: CC(C)(C)OC(=O)c1cc(O)c2c(c1)OC(CO)C2, CC(C)I, [K+], [K+], O=C([O-])[O-], CN(C)C=O. Product: CC(C)Oc1cc(C(=O)OC(C)(C)C)cc2c1CC(CO)O2. As a reaction SMILES: [C:5]([CH3:6])([CH3:7])([CH3:8])[O:9][C:10](=[O:11])[c:12]1[cH:13][c:14]2[c:15]([c:21]([OH:23])[cH:22]1)[CH2:16][CH:17]([CH2:19][OH:20])[O:18]2.[I:1][CH:2]([CH3:3])[CH3:4].[K+:24].[K+:25].[O-:26][C:27]([O-:28])=[O:29].[O:30]=[CH:31][N:32]([CH3:33])[CH3:34]>>[CH:2]([CH3:3])([CH3:4])[O:23][c:21]1[c:15]2[c:14]([cH:13][c:12]([C:10]([O:9][C:5]([CH3:6])([CH3:7])[CH3:8])=[O:11])[cH:22]1)[O:18][CH:17]([CH2:19][OH:20])[CH2:16]2. Reactants: CC=1SC2=C(N1)C=CC(=C2)C(=O)OCC (ethyl 2-methylbenzo[d]thiazole-6-carboxylate), [H-].[H-].[H-].[H-].[Li+].[Al+3] (LiAlH4), O (Water), [OH-].[Na+] (NaOH), O (water). The solvent is C1CCOC1 (THF), C1CCOC1 (THF). Conditions: temperature -10 celsius, time 20 minute. Product: CC=1SC2=C(N1)C=CC(=C2)CO ((2-methylbenzo[d]thiazol-6-yl)methanol). Reaction SMILES: [H-].[H-].[H-].[H-].[Li+].[Al+3].[CH3:7][C:8]1[S:9][C:10]2[CH:16]=[C:15]([C:17](OCC)=[O:18])[CH:14]=[CH:13][C:11]=2[N:12]=1.O.[OH-].[Na+]>C1COCC1>[CH3:7][C:8]1[S:9][C:10]2[CH:16]=[C:15]([CH2:17][OH:18])[CH:14]=[CH:13][C:11]=2[N:12]=1 |f:0.1.2.3.4.5,8.9|. Reported procedure: A cooled (−10° C.) suspension of LiAlH4 (188 mg; 4.97 mmol) in anh. THF (30 ml) was treated with a solution of commercially available ethyl 2-methylbenzo[d]thiazole-6-carboxylate (1.000 g; 4.51 mmol) in anh. THF (20 ml). The mixture was further stirred at −10° C. for 20 min. Water (0.19 ml), 15% aq. NaOH (0.19 ml), and water (0.57 ml) were then successively added, and the resulting mixture was further stirred at rt for 1 h. Filtration, concentration to dryness under reduced pressure, and additio... Starting materials: ClC(=O)OC (methyl chloroformate), ClC=1C=C(C=C(C1)Cl)C1(CC(=NO1)C1=CC(=C(C(=O)NC2=NC=CC=N2)C=C1)C)C(F)(F)F (4-[5-(3,5-dichlorophenyl)-5-trifluoromethyl-4,5-dihydroisoxazol-3-yl]-2-methyl-N-(2-pyrimidinyl)benzoic acid amide). Run in O1CCCC1 (tetrahydrofuran), O1CCCC1 (tetrahydrofuran), [H-].[Na+] (sodium hydride), ice water. Run at time 10 minute. Yields the product ClC=1C=C(C=C(C1)Cl)C1(CC(=NO1)C1=CC(=C(C(=O)N(C(OC)=O)C2=NC=CC=N2)C=C1)C)C(F)(F)F (Methyl N-[4-[5-(3,5-dichlorophenyl)-5-trifluoromethyl-4,5-dihydroisoxazole-3-yl]-2-methyl benzoyl]-N-(2-pyrimidinyl)carbamate). The yield is 57.9%. RXN SMILES: [Cl:1][C:2]1[CH:3]=[C:4]([C:9]2([C:30]([F:33])([F:32])[F:31])[O:13][N:12]=[C:11]([C:14]3[CH:28]=[CH:27][C:17]([C:18]([NH:20][C:21]4[N:26]=[CH:25][CH:24]=[CH:23][N:22]=4)=[O:19])=[C:16]([CH3:29])[CH:15]=3)[CH2:10]2)[CH:5]=[C:6]([Cl:8])[CH:7]=1.Cl[C:35]([O:37][CH3:38])=[O:36]>[H-].[Na+].O1CCCC1>[Cl:8][C:6]1[CH:5]=[C:4]([C:9]2([C:30]([F:31])([F:33])[F:32])[O:13][N:12]=[C:11]([C:14]3[CH:28]=[CH:27][C:17]([C:18]([N:20]([C:21]4[N:26]=[CH:25][CH:24]=[CH:23][N:22]=4)[C:35](=[O:36])[O:37][CH3:38])=[O:19])=[C:16]([CH3:29])[CH:15]=3)[CH2:10]2)[CH:3]=[C:2]([Cl:1])[CH:7]=1 |f:2.3|. Reported procedure: In 0.02 g of 55% oily sodium hydride suspended in 3 mL of tetrahydrofuran, a solution of 0.17 g of 4-[5-(3,5-dichlorophenyl)-5-trifluoromethyl-4,5-dihydroisoxazol-3-yl]-2-methyl-N-(2-pyrimidinyl)benzoic acid amide synthesized similarly to Step 5 of Synthetic Example 1 in 3 mL of tetrahydrofuran was added dropwise. After the completion of the addition dropwise, it was continued to stir at the same temperature for 10 minutes, then 0.05 g of methyl chloroformate was added, and continued to stir at ... Starting materials: BrCc1ccccc1, CCOC(C)=O, O=[N+]([O-])c1ccc(O)cc1F, [K+], [K+], O=C([O-])[O-], CN(C)C=O. Product: O=[N+]([O-])c1ccc(OCc2ccccc2)cc1F. As a reaction SMILES: [CH2:7]([c:8]1[cH:9][cH:10][cH:11][cH:12][cH:13]1)[Br:14].[CH3:31][CH2:32][O:33][C:34]([CH3:35])=[O:36].[F:15][c:16]1[cH:17][c:18]([OH:25])[cH:19][cH:20][c:21]1[N+:22](=[O:23])[O-:24].[K+:1].[K+:2].[O-:3][C:4]([O-:5])=[O:6].[O:26]=[CH:27][N:28]([CH3:29])[CH3:30]>>[CH2:7]([c:8]1[cH:9][cH:10][cH:11][cH:12][cH:13]1)[O:25][c:18]1[cH:17][c:16]([F:15])[c:21]([N+:22](=[O:23])[O-:24])[cH:20][cH:19]1. Reactants: C(CC(=O)C)(=O)OC[C@H](NC(C(F)(F)F)=O)C(=O)OCC1=CC=CC=C1 (benzyl O-acetoacetyl-N-trifluoroacetyl-L-serinate). The reagents and catalysts are [Pd] (palladium on activated carbon). Solvent: C(C)O (ethanol). Reaction conditions: time 20 minute. The product is C(CC(=O)C)(=O)OC[C@H](NC(C(F)(F)F)=O)C(=O)O (O-acetoacetyl-N-trifloroacetyl-L-serine). Isolated yield 95.4%. RXN SMILES: [C:1]([O:7][CH2:8][C@@H:9]([C:17]([O:19]CC1C=CC=CC=1)=[O:18])[NH:10][C:11](=[O:16])[C:12]([F:15])([F:14])[F:13])(=[O:6])[CH2:2][C:3]([CH3:5])=[O:4]>[Pd].C(O)C>[C:1]([O:7][CH2:8][C@@H:9]([C:17]([OH:19])=[O:18])[NH:10][C:11](=[O:16])[C:12]([F:15])([F:14])[F:13])(=[O:6])[CH2:2][C:3]([CH3:5])=[O:4]. Reported procedure: A mixture of benzyl O-acetoacetyl-N-trifluoroacetyl-L-serinate (320 mg) and 10% palladium on activated carbon (40 mg) in ethanol (10 ml) was hydrogenated under hydrogen at one atom for 20 minutes. The mixture was filtered with Celite (filter aid, trade mark, made by Nakarai Chemicals) and the filtrate was concentrated to give O-acetoacetyl-N-trifloroacetyl-L-serine (232 mg).